Dataset: the Open Reaction Database (ORD), a public repository of structured organic reaction records. Task: describe an organic reaction: reactants, conditions, products, and yield Reactants: ClC=1C=C(C=CC1Cl)CC#N (3,4-Dichloro-phenylacetonitrile), BrC(C)Cl (1-bromochoroethane), [OH-].[Na+] (sodium hydroxide). Reagents/catalysts: [Cl-].C(C)[N+](CC1=CC=CC=C1)(CC)CC (triethylbenzylammonium chloride). The solvent is O (water). Conditions: time 10 hour. The product is ClC=1C=C(C=CC1Cl)C1(CC1)C#N (1-(3,4-Dichloro-phenyl)-cyclopropanecarbonitrile). Yield: 102.4%. Reaction SMILES: [Cl:1][C:2]1[CH:3]=[C:4]([CH2:9][C:10]#[N:11])[CH:5]=[CH:6][C:7]=1[Cl:8].Br[CH:13](Cl)[CH3:14].[OH-].[Na+]>[Cl-].C([N+](CC)(CC)CC1C=CC=CC=1)C.O>[Cl:1][C:2]1[CH:3]=[C:4]([C:9]2([C:10]#[N:11])[CH2:14][CH2:13]2)[CH:5]=[CH:6][C:7]=1[Cl:8] |f:2.3,4.5|. Procedure: To a stirred mixture of 3,4-Dichloro-phenylacetonitrile (4.65 g. 25 mmol) triethylbenzylammonium chloride (0.2 g) and 1-bromochoroethane (4.2 ml, 50 mmol), 50% sodium hydroxide (16 ml, 200 mmol) was added dropwise at 50° then the reaction was stirred at 50° for 10 hrs. After cooling to rt, the reaction mixture was diluted with water and extracted with EtOAc (×3). The layers were separated, washed with water (×3) and brine, then dried over MgSO4. Evaporation of the solvent under reduced pressure ... The reactants are C(C)(C)(C)OC(NCC1=NC=C(C2=CC(=C(C=C12)OC)OC)C(N(C)CC1=CC=CC=C1)=O)=O ([4-(benzyl-methyl-carbamoyl)-6,7-dimethoxy-isoquinolin-1-ylmethyl]-carbamic acid tert-butyl ester), Cl (HCl). Solvent: CCOC(=O)C (EtOAc). Yields the product Cl.C(C1=CC=CC=C1)N(C(=O)C1=CN=C(C2=CC(=C(C=C12)OC)OC)CN)C (1-aminomethyl-6,7-dimethoxy-isoquinoline-4-carboxylic acid benzyl-methyl-amide hydrochloride). Yield: 79.0%. RXN SMILES: C(OC(=O)[NH:7][CH2:8][C:9]1[C:18]2[C:13](=[CH:14][C:15]([O:21][CH3:22])=[C:16]([O:19][CH3:20])[CH:17]=2)[C:12]([C:23](=[O:33])[N:24]([CH2:26][C:27]2[CH:32]=[CH:31][CH:30]=[CH:29][CH:28]=2)[CH3:25])=[CH:11][N:10]=1)(C)(C)C.[ClH:35]>CCOC(C)=O>[ClH:35].[CH2:26]([N:24]([CH3:25])[C:23]([C:12]1[C:13]2[C:18](=[CH:17][C:16]([O:19][CH3:20])=[C:15]([O:21][CH3:22])[CH:14]=2)[C:9]([CH2:8][NH2:7])=[N:10][CH:11]=1)=[O:33])[C:27]1[CH:32]=[CH:31][CH:30]=[CH:29][CH:28]=1 |f:3.4|. Procedure: As described in example 1, a solution of [4-(benzyl-methyl-carbamoyl)-6,7-dimethoxy-isoquinolin-1-ylmethyl]-carbamic acid tert-butyl ester (82 mg) was treated with HCl in EtOAc to give 56 mg (79%) of 1-aminomethyl-6,7-dimethoxy-isoquinoline-4-carboxylic acid benzyl-methyl-amide hydrochloride: 1H NMR (DMSO-d6) δ 2.68 (s, 2H), 3.67 (s, 2H), 3.91 (s, 1H), 3.97 (s, 3H), 4.33 (br s, 1H), 4.67-4.72 (m, 3H), 6.80 (s, 1H), 7.04-7.51 (m, 6H), 8.36 (d, 1H, J=4.26 Hz), 8.56-8.63 (m, 3H); MS: APCI (M+H) cal... Reactants: OC=1C=C(C#N)C=C(C1O)[N+](=O)[O-] (3,4-dihydroxy-5-nitro-benzonitrile), S(O)(O)(=O)=O (sulfuric acid). Solvent: ice water. Reaction conditions: time 10 minute. Product: OC=1C=C(C(=O)N)C=C(C1O)[N+](=O)[O-] (3,4-dihydroxy-5-nitrobenzamide). As a reaction SMILES: [OH:1][C:2]1[CH:3]=[C:4]([CH:7]=[C:8]([N+:11]([O-:13])=[O:12])[C:9]=1[OH:10])[C:5]#[N:6].S(=O)(=O)(O)[OH:15]>>[OH:1][C:2]1[CH:3]=[C:4]([CH:7]=[C:8]([N+:11]([O-:13])=[O:12])[C:9]=1[OH:10])[C:5]([NH2:6])=[O:15]. Procedure details: A total of 7.2 g of 3,4-dihydroxy-5-nitro-benzonitrile are introduced portionwise into 130 ml of conc. sulfuric acid while stirring within 10 minutes, whereupon the mixture is stirred at 50° for 4 hours. The reaction mixture is poured into 800 ml of ice-water. The separated precipitate is filtered under suction, washed with water and taken up in ethyl acetate. The organic phase is dried over sodium sulfate and evaporated. After recrystallization from acetone/ethyl acetate there is obtained 3,4-d... Starting materials: C1CCOC1, OCCOCc1ccccc1, O=[N+]([O-])c1ccnc(Cl)c1, [H-], [Na+]. The product is Clc1cc(OCCOCc2ccccc2)ccn1. RXN SMILES: [CH2:24]1[O:25][CH2:26][CH2:27][CH2:28]1.[CH2:3]([c:4]1[cH:5][cH:6][cH:7][cH:8][cH:9]1)[O:10][CH2:11][CH2:12][OH:13].[Cl:14][c:15]1[n:16][cH:17][cH:18][c:19]([N+:21]([O-:22])=[O:23])[cH:20]1.[H-:1].[Na+:2]>>[CH2:3]([c:4]1[cH:5][cH:6][cH:7][cH:8][cH:9]1)[O:10][CH2:11][CH2:12][O:13][c:19]1[cH:18][cH:17][n:16][c:15]([Cl:14])[cH:20]1.